Dataset: the Open Reaction Database (ORD), a public repository of structured organic reaction records. Task: describe an organic reaction: reactants, conditions, products, and yield Reactants: O=C(N=C=S)c1ccccc1, CC(C)(C)[Si](C)(C)OCCN, C1CCOC1. Yields the product CC(C)(C)[Si](C)(C)OCCNC(N)=S. As a reaction SMILES: [C:12](=[O:13])([c:14]1[cH:15][cH:16][cH:17][cH:18][cH:19]1)[N:20]=[C:21]=[S:22].[C:1]([CH3:2])([CH3:3])([CH3:4])[Si:5]([O:6][CH2:7][CH2:8][NH2:9])([CH3:10])[CH3:11].[CH2:23]1[O:24][CH2:25][CH2:26][CH2:27]1>>[C:1]([CH3:2])([CH3:3])([CH3:4])[Si:5]([O:6][CH2:7][CH2:8][NH:9][C:21]([NH2:20])=[S:22])([CH3:10])[CH3:11].